This data is from the Open Reaction Database (ORD), a public repository of structured organic reaction records. The task is: describe an organic reaction: reactants, conditions, products, and yield Reactants: FC1=CC=C2C(=CNC2=C1)C=C(C)[N+](=O)[O-] (6-fluoro-3-(2-nitropropenyl)-1H-indole), O (H2O). Run in C1CCOC1 (THF), C1CCOC1 (THF). Run at temperature 0 celsius, time 3.5 hour. The product is CC(N)CC1=CNC2=CC(=CC=C12)F (α-methyl-6-fluorotryptamine). Isolated yield 92.2%. RXN SMILES: [F:1][C:2]1[CH:10]=[C:9]2[C:5]([C:6]([CH:11]=[C:12]([N+:14]([O-])=O)[CH3:13])=[CH:7][NH:8]2)=[CH:4][CH:3]=1.O>C1COCC1>[CH3:13][CH:12]([CH2:11][C:6]1[C:5]2[C:9](=[CH:10][C:2]([F:1])=[CH:3][CH:4]=2)[NH:8][CH:7]=1)[NH2:14]. Procedure details: α-Methyl-6-fluorotryptamine was prepared by the dropwise addition of an anhydrous THF solution of 6-fluoro-3-(2-nitropropenyl)-1H-indole (560 mg, 2.54 mmol) to a stirred mixture of LiAIH4 (480 mg, 12.7 mmol) in THF (40 mL) at 0° C. The reaction slurry was allowed to stir under N2 from 0° C. to ambient room temperature over 3.5 hours. The reaction solution was again cooled to 0° C. prior to the dropwise addition of H2O to quench excess LiAIH4. The reaction suspension was filtered through a pad of... Starting materials: C([O-])(O)=O.[K+] (potassium bicarbonate), C(C)OC(CCNC1CC(CC1)C)=O ((rac)-3-(3-methyl-cyclopentylamino)-propanoic acid ethyl ester), ClC1=NC=C(C(=N1)Cl)[N+](=O)[O-] (2,4-dichloro-5-nitro-pyrimidine). Solvent: O (water), C(C)OCC (ethyl ether). Run at time 3 hour. Product: C(C)OC(CCN(C1CC(CC1)C)C1=NC(=NC=C1[N+](=O)[O-])Cl)=O ((rac)-3-[(2-chloro-5-nitro-pyrimidin-4-yl)-(3-methyl-cyclopentyl)-amino]-propanoic acid ethyl ester). Yield: 92.5%. Reaction SMILES: [CH2:1]([O:3][C:4](=[O:14])[CH2:5][CH2:6][NH:7][CH:8]1[CH2:12][CH2:11][CH:10]([CH3:13])[CH2:9]1)[CH3:2].[Cl:15][C:16]1[N:21]=[C:20](Cl)[C:19]([N+:23]([O-:25])=[O:24])=[CH:18][N:17]=1.C(=O)(O)[O-].[K+]>O.C(OCC)C>[CH2:1]([O:3][C:4](=[O:14])[CH2:5][CH2:6][N:7]([C:18]1[C:19]([N+:23]([O-:25])=[O:24])=[CH:20][N:21]=[C:16]([Cl:15])[N:17]=1)[CH:8]1[CH2:12][CH2:11][CH:10]([CH3:13])[CH2:9]1)[CH3:2] |f:2.3|. Reported procedure: A solution of 2.2 g (0.011 mole) of (rac)-3-(3-methyl-cyclopentylamino)-propanoic acid ethyl ester in 30 mL of water was added dropwise to a solution of 1.94 g (0.01 mole) of 2,4-dichloro-5-nitro-pyrimidine in 30 mL of ethyl ether. At 0 degrees, 2.0 g (0.010 mole) of potassium bicarbonate was added. The mixture was stirred at ambient temperature for 3 hours. The layers were then separated, and the aqueous layer extracted twice with 30 mL of ether. The combined organic layers were dried over anhy... Starting materials: CC(C)c1cc(C(=S)NN2CCCCC2)c(OCc2ccccc2)cc1OCc1ccccc1, CCO, NN, O. Yields the product CC(C)c1cc(C(=NN)NN2CCCCC2)c(OCc2ccccc2)cc1OCc1ccccc1. As a reaction SMILES: [CH2:1]([c:2]1[cH:3][cH:4][cH:5][cH:6][cH:7]1)[O:8][c:9]1[c:10]([C:11](=[S:12])[NH:13][N:14]2[CH2:15][CH2:16][CH2:17][CH2:18][CH2:19]2)[cH:20][c:21]([CH:32]([CH3:33])[CH3:34])[c:22]([O:24][CH2:25][c:26]2[cH:27][cH:28][cH:29][cH:30][cH:31]2)[cH:23]1.[CH3:38][CH2:39][OH:40].[NH2:36][NH2:37].[OH2:35]>>[CH2:1]([c:2]1[cH:3][cH:4][cH:5][cH:6][cH:7]1)[O:8][c:9]1[c:10]([C:11]([NH:13][N:14]2[CH2:15][CH2:16][CH2:17][CH2:18][CH2:19]2)=[N:36][NH2:37])[cH:20][c:21]([CH:32]([CH3:33])[CH3:34])[c:22]([O:24][CH2:25][c:26]2[cH:27][cH:28][cH:29][cH:30][cH:31]2)[cH:23]1. The reactants are FC=1C=C(C=CC1[N+](=O)[O-])O (3-fluoro-4-nitrophenol), FC1=CC=C(C=C1)CCl (4-fluorophenylmethyl chloride), C([O-])([O-])=O.[K+].[K+] (potassium carbonate). The solvent is C(C)C(=O)C (methyl ethyl ketone). Run at temperature 70 celsius. The product is FC=1C=C(C=CC1[N+](=O)[O-])OCC1=CC=C(C=C1)F (4-fluorophenylmethyl 3-fluoro-4-nitrophenyl ether). Yield: 78.4%. RXN SMILES: [F:1][C:2]1[CH:3]=[C:4]([OH:11])[CH:5]=[CH:6][C:7]=1[N+:8]([O-:10])=[O:9].[F:12][C:13]1[CH:18]=[CH:17][C:16]([CH2:19]Cl)=[CH:15][CH:14]=1.C(=O)([O-])[O-].[K+].[K+]>C(C(C)=O)C>[F:1][C:2]1[CH:3]=[C:4]([O:11][CH2:19][C:16]2[CH:17]=[CH:18][C:13]([F:12])=[CH:14][CH:15]=2)[CH:5]=[CH:6][C:7]=1[N+:8]([O-:10])=[O:9] |f:2.3.4|. Reported procedure: A stirred mixture of 10.0 g (0.063 mole) of 3-fluoro-4-nitrophenol, 17.0 g (0.090 mole) of 4-fluorophenylmethyl chloride, and 12.42 g (0.090 mole) of anhydrous potassium carbonate in 80 mL of methyl ethyl ketone was heated at 70° C. for approximately 17 hours. The reaction mixture was then cooled and filtered and the filtrate evaporated under reduced pressure, leaving 13.10 g of 4-fluorophenylmethyl 3-fluoro-4-nitrophenyl ether as a solid; m.p. 90°-91° C. The reactants are BrCCCCCCBr, C1CCOC1, [H-], [Na+], c1ccc2c(c1)[nH]c1ccccc12. Yields the product BrCCCCCCn1c2ccccc2c2ccccc21. As a reaction SMILES: [Br:14][CH2:15][CH2:16][CH2:17][CH2:18][CH2:19][CH2:20][Br:21].[CH2:24]1[O:25][CH2:26][CH2:27][CH2:28]1.[H-:22].[Na+:23].[cH:1]1[cH:2][cH:3][cH:4][c:5]2[c:6]3[cH:7][cH:8][cH:9][cH:10][c:11]3[nH:12][c:13]12>>[cH:1]1[cH:2][cH:3][cH:4][c:5]2[c:6]3[cH:7][cH:8][cH:9][cH:10][c:11]3[n:12]([CH2:20][CH2:19][CH2:18][CH2:17][CH2:16][CH2:15][Br:14])[c:13]12.